Task: describe an organic reaction: reactants, conditions, products, and yield. Dataset: the Open Reaction Database (ORD), a public repository of structured organic reaction records Starting materials: CC1=C2C=NNC2=CC=C1O (4-methyl-1H-indazol-5-ol), O1CCCC1 (Tetrahydrofuran), O1CCCC=C1 (3,4-dihydro-2H-pyran), O.C1(=CC=C(C=C1)S(=O)(=O)O)C (p-toluenesulfonic acid monohydrate). The solvent is ClCCl (dichloromethane). Conditions: time 2 day. Yields the product CC1=C2C=NN(C2=CC=C1O)C1OCCCC1 (4-methyl-1-tetrahydro-2H-pyran-2-yl-1H-indazol-5-ol). Yield: 60.9%. As a reaction SMILES: [CH3:1][C:2]1[C:10]([OH:11])=[CH:9][CH:8]=[C:7]2[C:3]=1[CH:4]=[N:5][NH:6]2.[O:12]1[CH:17]=[CH:16][CH2:15][CH2:14][CH2:13]1.O.C1(C)C=CC(S(O)(=O)=O)=CC=1.O1CCCC1>ClCCl>[CH3:1][C:2]1[C:10]([OH:11])=[CH:9][CH:8]=[C:7]2[C:3]=1[CH:4]=[N:5][N:6]2[CH:13]1[CH2:14][CH2:15][CH2:16][CH2:17][O:12]1 |f:2.3|. Procedure: Under nitrogen, the 4-methyl-1H-indazol-5-ol (500 mg, 3.37 mmol) obtained in Example 402 was suspended in dichloromethane (20 ml), followed by adding thereto 3,4-dihydro-2H-pyran (239 μl, 3.71 mmol) and p-toluenesulfonic acid monohydrate (64 mg, 0.337 mmol). Tetrahydrofuran (25 ml) was added thereto to effect dissolution, and the reaction was carried out at room temperature for 2 days. The solvent was distilled off under reduced pressure and water was added to the residue, followed by extraction... Reported procedure: Tert-butyl(trans-3-hydrazinylcyclobutyl)carbamate (4 g, 19.87 mmol), 2-chloro-3-cyanopyridine (3 g, 21.65 mmol), cesium acetate (14 g, 72.9 mmol), and copper powder (0.126 g, 1.987 mmol) were placed under nitrogen. Dry dimethylsulfoxide (20 mL) was added and the mixture stirred at 100° C. After 1 hour the mixture was cooled and diluted with ethyl acetate (300 mL). The mixture was filtered through a pad of celite and the filtrate washed with 10% saturated sodium bicarbonate (500 mL) before drying... The yield is 45.1%. Yields the product C(C)(C)(C)OC(N[C@@H]1C[C@H](C1)N1N=C(C=2C1=NC=CC2)N)=O (tert-butyl(trans-3-(3-amino-1H-pyrazolo[3,4-b]pyridin-1-yl)cyclobutyl)carbamate). Run in C(C)(=O)OCC (ethyl acetate). Reagents/catalysts: [Cu] (copper). Run at temperature 100 celsius. The reactants are C(C)(C)(C)OC(N[C@@H]1C[C@H](C1)NN)=O (Tert-butyl(trans-3-hydrazinylcyclobutyl)carbamate), CS(=O)C (dimethylsulfoxide), ClC1=NC=CC=C1C#N (2-chloro-3-cyanopyridine), C(C)(=O)[O-].[Cs+] (cesium acetate). Reaction SMILES: [C:1]([O:5][C:6](=[O:14])[NH:7][C@H:8]1[CH2:11][C@H:10]([NH:12][NH2:13])[CH2:9]1)([CH3:4])([CH3:3])[CH3:2].Cl[C:16]1[C:21]([C:22]#[N:23])=[CH:20][CH:19]=[CH:18][N:17]=1.C([O-])(=O)C.[Cs+].CS(C)=O>C(OCC)(=O)C.[Cu]>[C:1]([O:5][C:6](=[O:14])[NH:7][C@H:8]1[CH2:9][C@H:10]([N:12]2[C:16]3=[N:17][CH:18]=[CH:19][CH:20]=[C:21]3[C:22]([NH2:23])=[N:13]2)[CH2:11]1)([CH3:4])([CH3:2])[CH3:3] |f:2.3|. Reaction SMILES: [NH2:1][C:2]1[CH:18]=[C:17]([CH3:19])[CH:16]=[CH:15][C:3]=1[C:4]([NH:6][CH:7]1[CH2:12][CH2:11][C:10](=[O:13])[NH:9][C:8]1=[O:14])=[O:5].[C:20]1(C)C=CC(S(O)(=O)=O)=CC=1>C(OC)(OC)OC>[CH3:19][C:17]1[CH:18]=[C:2]2[C:3]([C:4](=[O:5])[N:6]([CH:7]3[CH2:12][CH2:11][C:10](=[O:13])[NH:9][C:8]3=[O:14])[CH:20]=[N:1]2)=[CH:15][CH:16]=1. Reported procedure: A solution of 2-amino-N-(2,6-dioxo-piperidin-3-yl)-4-methyl-benzamide (1.0 g, 3.8 mmol) and trimethyl orthoformate (10 mL) and p-toluene sulfonic acid (250 mg) was heated to 160° C. in a microwave oven for 30 minutes. The suspension was filtered and washed with methanol (20 mL), water (20 mL) and methanol (20 mL) to give 3-(7-methyl-4-oxo-4H-quinazolin-3-yl)-piperidine-2,6-dione as an off-white solid (880 mg, 85% yield): HPLC: Waters Symmetry C18, 5 μm, 3.9×150 mm, 1 mL/min, 240 nm, 20/80 CH3CN/... Isolated yield 223.4%. The product is CC1=CC=C2C(N(C=NC2=C1)C1C(NC(CC1)=O)=O)=O (3-(7-methyl-4-oxo-4H-quinazolin-3-yl)-piperidine-2,6-dione). Starting materials: NC1=C(C(=O)NC2C(NC(CC2)=O)=O)C=CC(=C1)C (2-amino-N-(2,6-dioxo-piperidin-3-yl)-4-methyl-benzamide), C1(=CC=C(C=C1)S(=O)(=O)O)C (p-toluene sulfonic acid). Run in C(OC)(OC)OC (trimethyl orthoformate). The reactants are C(C)(C)(C)OC(NC1=C(C=C(C(=C1)N1CCC1)Cl)NC(CC(=O)C1=CC(=NC=C1)C#N)=O)=O ({5-azetidin-1-yl-4-chloro-2-[3-(2-cyano-pyridin-4-yl)-3-oxo-propionylamino]-phenyl}-carbamic acid tert. -butyl ester), C(=O)(C(F)(F)F)O (TFA). Solvent: C(Cl)Cl (CH2Cl2). The product is N1(CCC1)C=1C(=CC2=C(N=C(CC(N2)=O)C2=CC(=NC=C2)C#N)C1)Cl (4-(8-Azetidin-1-yl-7-chloro-4-oxo-4,5-dihydro-3H-benzo[b][1,4]diazepin-2-yl)-pyridine-2-carbonitrile), solid. RXN SMILES: C(OC(=O)[NH:7][C:8]1[CH:13]=[C:12]([N:14]2[CH2:17][CH2:16][CH2:15]2)[C:11]([Cl:18])=[CH:10][C:9]=1[NH:19][C:20](=[O:32])[CH2:21][C:22]([C:24]1[CH:29]=[CH:28][N:27]=[C:26]([C:30]#[N:31])[CH:25]=1)=O)(C)(C)C.C(O)(C(F)(F)F)=O>C(Cl)Cl>[N:14]1([C:12]2[C:11]([Cl:18])=[CH:10][C:9]3[NH:19][C:20](=[O:32])[CH2:21][C:22]([C:24]4[CH:29]=[CH:28][N:27]=[C:26]([C:30]#[N:31])[CH:25]=4)=[N:7][C:8]=3[CH:13]=2)[CH2:17][CH2:16][CH2:15]1. Procedure details: The title compound was prepared from {5-azetidin-1-yl-4-chloro-2-[3-(2-cyano-pyridin-4-yl)-3-oxo-propionylamino]-phenyl}-carbamic acid tert. -butyl ester (Example M50) by treatment with TFA in CH2Cl2 according to the general procedure N. Obtained as an orange solid (66 mg).